This data is from the Open Reaction Database (ORD), a public repository of structured organic reaction records. The task is: describe an organic reaction: reactants, conditions, products, and yield Starting materials: CC1=C(C(=O)N=C=S)C=CC=C1 (2-methylbenzoyl isothiocyanate), NC1=C(C(=O)NC)C=CC=C1 (2-amino-N-methylbenzamide). Solvent: CCOCC (ether), CCOCC (ether). Product: CC1=C(C(=O)NC(=S)NC2=C(C=CC=C2)C(=O)NC)C=CC=C1 (2-Methyl-N-[[[2-(methylaminocarbonyl)phenyl]amino]thioxomethyl]benzamide). Isolated yield 93.4%. Reaction SMILES: [NH2:1][C:2]1[CH:11]=[CH:10][CH:9]=[CH:8][C:3]=1[C:4]([NH:6][CH3:7])=[O:5].[CH3:12][C:13]1[CH:23]=[CH:22][CH:21]=[CH:20][C:14]=1[C:15]([N:17]=[C:18]=[S:19])=[O:16]>CCOCC>[CH3:12][C:13]1[CH:23]=[CH:22][CH:21]=[CH:20][C:14]=1[C:15]([NH:17][C:18]([NH:1][C:2]1[CH:11]=[CH:10][CH:9]=[CH:8][C:3]=1[C:4]([NH:6][CH3:7])=[O:5])=[S:19])=[O:16]. Procedure details: To a stirred mixture of 5.4 g of 2-amino-N-methylbenzamide and 200 ml of ether was added dropwise, a solution of 6.67 g of 2-methylbenzoyl isothiocyanate in 100 ml of ether over 15 minutes. After several hours, the solid was collected, giving 11 g of the desired product as light grey crystals, mp 172°-175° C. (dec.). Starting materials: 3-cyclohexyl-(L)-alanineamide ester mono (trifluoroacetate), CN1CCOCC1 (N-methylmorpholine), C1(CCCCC1)N=C=NC1CCCCC1 (dicyclohexylcarbodiimide), C(=O)(OC(C)(C)C)N[C@@H](C(C(=O)O)CC1=CC=CC=C1)C(=O)O (BOC-β-benzyl-(L)-aspartic acid), O.OC1=CC=CC=2NN=NC21 (hydroxybenzotriazole hydrate), CN1CCOCC1 (N-methylmorpholine). The solvent is CN(C=O)C (dimethylformamide), C(C)(=O)OCC (ethyl acetate), C(C)(=O)OCC (ethyl acetate), CN(C=O)C (dimethylformamide). Run at time 1 hour. The product is C1(=CC=CC=C1)CNC([C@@H](N)C)=O (L-alanineamide phenylmethyl ester). Reaction SMILES: C(N[C@H](C(O)=O)C([CH2:14][C:15]1[CH:20]=[CH:19][CH:18]=[CH:17][CH:16]=1)C(O)=O)(OC(C)(C)C)=O.O.OC1[C:34]2[N:33]=N[NH:31][C:30]=2[CH:29]=CC=1.C1(N=C=NC2CCCCC2)CCCCC1.CN1CC[O:54]CC1>C(OCC)(=O)C.CN(C)C=O>[C:15]1([CH2:14][NH:33][C:34](=[O:54])[C@H:30]([CH3:29])[NH2:31])[CH:16]=[CH:17][CH:18]=[CH:19][CH:20]=1 |f:1.2|. Procedure: To a mechanically-stirred, 18° C. solution of 37.5 g (116 mmole) of BOC-β-benzyl-(L)-aspartic acid in 270 mL ethyl acetate is added a solution of 17.75 g (116 mmole) of hydroxybenzotriazole hydrate in 25 mL of dimethylformamide. A solution of 24.5 g (119 mmole) of dicyclohexylcarbodiimide in 50 mL of ethyl acetate is then added over 30 minutes, using a water bath to keep the reaction temperature at or below 25° C. The reaction mixture is stirred for 1 hour, then a syrup of 33 g (116 mmole) of 3-... Starting materials: COc1cc(Br)ccc1OC1CN(C(=O)OC(C)(C)C)C1, ClCCl, O=C(O)C(F)(F)F. Product: COc1cc(Br)ccc1OC1CNC1. Reaction SMILES: [C:1]([O:2][C:3](=[O:4])[N:8]1[CH2:9][CH:10]([O:12][c:13]2[c:14]([O:20][CH3:21])[cH:15][c:16]([Br:19])[cH:17][cH:18]2)[CH2:11]1)([CH3:5])([CH3:6])[CH3:7].[Cl:22][CH2:23][Cl:24].[OH:25][C:26]([C:27]([F:28])([F:29])[F:30])=[O:31]>>[NH:8]1[CH2:9][CH:10]([O:12][c:13]2[c:14]([O:20][CH3:21])[cH:15][c:16]([Br:19])[cH:17][cH:18]2)[CH2:11]1. The reactants are Cl (hydrogen chloride), C(O)([O-])=O.[Na+] (sodium hydrogen carbonate), C(CCC)NC1=NC(=C2N=C(N(C2=N1)CCC1OCCC1)OC)N (N2-Butyl-8-methoxy-9-[2-(tetrahydrofuran-2-yl)ethyl]-9H-purine-2,6-diamine), [OH-].[Na+] (sodium hydroxide). The reagents and catalysts are Cl (hydrochloric acid). Solvent: O1CCOCC1 (dioxan), O (water), CO (methanol). Conditions: time 4 hour. Yields the product NC1=C2NC(N(C2=NC(=N1)NCCCC)CCC1OCCC1)=O (6-Amino-2-butylamino-9-[2-(tetrahydrofuran-2-yl)ethyl]-7,9-dihydro-8H-purin-8-one). Reaction SMILES: [CH2:1]([NH:5][C:6]1[N:14]=[C:13]2[C:9]([N:10]=[C:11]([O:22]C)[N:12]2[CH2:15][CH2:16][CH:17]2[CH2:21][CH2:20][CH2:19][O:18]2)=[C:8]([NH2:24])[N:7]=1)[CH2:2][CH2:3][CH3:4].Cl.[OH-].[Na+].C(=O)([O-])O.[Na+]>CO.O1CCOCC1.O.Cl>[NH2:24][C:8]1[N:7]=[C:6]([NH:5][CH2:1][CH2:2][CH2:3][CH3:4])[N:14]=[C:13]2[C:9]=1[NH:10][C:11](=[O:22])[N:12]2[CH2:15][CH2:16][CH:17]1[CH2:21][CH2:20][CH2:19][O:18]1 |f:2.3,4.5|. Procedure details: N2-Butyl-8-methoxy-9-[2-(tetrahydrofuran-2-yl)ethyl]-9H-purine-2,6-diamine (107 mg) was dissolved in methanol (2 ml) and 4N hydrogen chloride in dioxan (1 ml) added. After 4 h the solvents were stripped and the residue taken up in water and basified with 2N sodium hydroxide. A few drops of 2N hydrochloric acid were added and the pH adjusted to 7-8 by addition of saturated sodium hydrogen carbonate. The resulting solid was filtered, washed and dried to give the title compound as a solid, yield 10... Reactants: concentrate, C(C1=CC=CC=C1)O[C@H]1CNCC1 ((R)-3-benzyloxypyrrolidine), O[C@H]1CNCC1 ((R)-3-hydroxypyrrolidine), C(C1=CC=CC=C1)O (benzyl alcohol), Br (hydrobromic acid). Solvent: C(C)(=O)OCC (ethyl acetate), C(C)(C)O (isopropanol). Conditions: temperature 40 celsius. Yields the product dry crystal, Br.C(C1=CC=CC=C1)O[C@H]1CNCC1 ((R)-3-benzyloxypyrrolidine hydrobromide). Yield: 59.0%. As a reaction SMILES: [CH2:1]([O:8][C@@H:9]1[CH2:13][CH2:12][NH:11][CH2:10]1)[C:2]1[CH:7]=[CH:6][CH:5]=[CH:4][CH:3]=1.O[C@@H]1CCNC1.C(O)C1C=CC=CC=1.[BrH:28]>C(O)(C)C.C(OCC)(=O)C>[BrH:28].[CH2:1]([O:8][C@@H:9]1[CH2:13][CH2:12][NH:11][CH2:10]1)[C:2]1[CH:3]=[CH:4][CH:5]=[CH:6][CH:7]=1 |f:6.7|. Reported procedure: 1.0 g of a concentrate containing (R)-3-benzyloxypyrrolidine obtained in Example 15 (purity of 86.6%) containing (R)-3-hydroxypyrrolidine (content of 0.12 wt %) and benzyl alcohol (content of 1.9 wt %) were contained as impurities were dissolved in 9 ml of isopropanol, followed by adding 0.82 g of 48% hydrobromic acid under ice cold condition. After stirring for a while, the mixture was concentrated and dried under reduced pressure, thereby obtaining a concentrate. After the concentrate was disp...